This data is from the Open Reaction Database (ORD), a public repository of structured organic reaction records. The task is: describe an organic reaction: reactants, conditions, products, and yield Reactants: O (Water), Cl.C(C)N=C=NCCCN(C)C (1-Ethyl-3-(3-dimethylaminopropyl)carbodiimide hydrochloride), C(C)C1=CC(=CS1)C(=O)O (5-ethyl-thiophene-3-carboxylic acid), CC12CC(CC(NC1)C2)(C)C (1,3,3-trimethyl-6-aza-bicyclo[3.2.1]octane). The solvent is C(Cl)Cl (DCM). Conditions: time 5 minute. Product: C(C)C1=CC(=CS1)C(=O)N1C2CC(CC(C1)(C2)C)(C)C ((5-Ethyl-thiophen-3-yl)-(1,3,3-trimethyl-6-aza-bicyclo[3.2.1]oct-6-yl)-methanone). The yield is 61.6%. As a reaction SMILES: Cl.C(N=C=NCCCN(C)C)C.[CH2:13]([C:15]1[S:19][CH:18]=[C:17]([C:20]([OH:22])=O)[CH:16]=1)[CH3:14].[CH3:23][C:24]12[CH2:31][CH:28]([NH:29][CH2:30]1)[CH2:27][C:26]([CH3:33])([CH3:32])[CH2:25]2.O>C(Cl)Cl>[CH2:13]([C:15]1[S:19][CH:18]=[C:17]([C:20]([N:29]2[CH2:30][C:24]3([CH3:23])[CH2:31][CH:28]2[CH2:27][C:26]([CH3:33])([CH3:32])[CH2:25]3)=[O:22])[CH:16]=1)[CH3:14] |f:0.1|. Procedure: 1-Ethyl-3-(3-dimethylaminopropyl)carbodiimide hydrochloride (0.06 g; 1.2 eq) was added to a solution of 5-ethyl-thiophene-3-carboxylic acid (0.04 g; 1 eq.) in DCM (1 mL/100 mg of starting material). This mixture was stirred at room temperature for 5 minutes, then 1,3,3-trimethyl-6-aza-bicyclo[3.2.1]octane (0.043 g; 1.1 eq.) added and the mixture allowed to stir for 18 hours. Water (1 mL/100 mg of starting material) was then added and the organic layer separated, dried and evaporated to give the ... Starting materials: CN(CCO)C (2-dimethylaminoethanol), C(C1=CC=CC=C1)(=O)Cl (benzoyl chloride), [OH-].[Na+] (NaOH). Run in C(Cl)(Cl)Cl (CHCl3). Product: C(C1=CC=CC=C1)(=O)OCCN(C)C (β-Dimethylaminoethyl benzoate). As a reaction SMILES: [CH3:1][N:2]([CH3:6])[CH2:3][CH2:4][OH:5].[C:7](Cl)(=[O:14])[C:8]1[CH:13]=[CH:12][CH:11]=[CH:10][CH:9]=1.[OH-].[Na+]>C(Cl)(Cl)Cl>[C:7]([O:5][CH2:4][CH2:3][N:2]([CH3:6])[CH3:1])(=[O:14])[C:8]1[CH:13]=[CH:12][CH:11]=[CH:10][CH:9]=1 |f:2.3|. Reported procedure: In accordance with the procedure of Example 10, 89.1 g of 2-dimethylaminoethanol and 140.5 g of benzoyl chloride are reacted in altogether 300 ml of CHCl3. The reaction mixture is neutralised with 210 ml of 20% NaOH. Yield: 187.7 g (97.1%) of analytically pure product (analysis by gas chromatography) with a boiling point of 127° C./9 torr. Reactants: C1(=CC=CC=C1)C (toluene), ClC=1C=C(COC2=CC=C(C=C2)NCC(C(C)O)O)C=CC1 (1-[4-(3-chlorobenzyloxy)phenylamino] butane-2,3-diol), solvent, C(OCC)([O-])=O (ethyl carbonate), solution, CC[O-].[Na+] (EtONa). Run in CCO (EtOH). The product is ClC=1C=C(COC2=CC=C(C=C2)N2C(OC(C2)C(C)O)=O)C=CC1 (3-[4-(3-chlorobenzyloxy) phenyl] 5-(1-hydroxyethyl) oxazolidin-2-one). RXN SMILES: C1(C)C=CC=CC=1.[Cl:8][C:9]1[CH:10]=[C:11]([CH:27]=[CH:28][CH:29]=1)[CH2:12][O:13][C:14]1[CH:19]=[CH:18][C:17]([NH:20][CH2:21][CH:22]([OH:26])[CH:23]([OH:25])[CH3:24])=[CH:16][CH:15]=1.[C:30](=O)([O-])[O:31]CC.CC[O-].[Na+]>CCO>[Cl:8][C:9]1[CH:10]=[C:11]([CH:27]=[CH:28][CH:29]=1)[CH2:12][O:13][C:14]1[CH:15]=[CH:16][C:17]([N:20]2[CH2:21][CH:22]([CH:23]([OH:25])[CH3:24])[O:26][C:30]2=[O:31])=[CH:18][CH:19]=1 |f:3.4|. Procedure details: From a solution of 600 ml of toluene containing 33.4 g (0.10 mol) of the mixture obtained in Example 2, 150 ml of solvent is distilled in an argon atmosphere. Then, successively, 15 g (15.5 ml; 0.127 mol) of ethyl carbonate and 3.4 ml of a solution of EtONa in 1M anhydrous EtOH are added. After 4 hrs 30 mins of reflux, the cyclization reaction is complete. The reaction medium is concentrated, then taken up by 300 ml of methyl ethyl ketone. After washing with 2N HCl, then with a saturated NaCl so... The product is CCC(CC)N(O)C(=O)N(C)c1ccccc1. Reactants: CCC(CC)N(OCc1ccccc1)C(=O)N(C)c1ccccc1, CCO, O=C[O-], [NH4+]. RXN SMILES: [CH2:1]([c:2]1[cH:3][cH:4][cH:5][cH:6][cH:7]1)[O:8][N:9]([C:10](=[O:11])[N:12]([c:13]1[cH:14][cH:15][cH:16][cH:17][cH:18]1)[CH3:19])[CH:20]([CH2:21][CH3:22])[CH2:23][CH3:24].[CH3:29][CH2:30][OH:31].[CH:25]([O-:26])=[O:27].[NH4+:28]>>[OH:8][N:9]([C:10](=[O:11])[N:12]([c:13]1[cH:14][cH:15][cH:16][cH:17][cH:18]1)[CH3:19])[CH:20]([CH2:21][CH3:22])[CH2:23][CH3:24]. Starting materials: C(C1=CC=CC=C1)OC1=C(C=C(C=C1)CCNC([C@H](C(C)C)NC(=O)OC(C)(C)C)=O)OC ((S)-2-(tert-butoxycarbonyl-amino)-3-methyl-butyric acid N-[2-(4-benzyloxy-3-methoxy-phenyl)-ethyl]-amide). Reagents/catalysts: [Pd] (palladium on activated carbon). Solvent: O1CCCC1 (tetrahydrofuran), [H][H] (hydrogen). Yields the product OC1=C(C=C(C=C1)CCNC([C@H](C(C)C)NC(=O)OC(C)(C)C)=O)OC ((S)-2-(tert-butoxycarbonyl-amino)-3-methyl-butyric acid N-[2-(4-hydroxy-3-methoxy-phenyl)-ethyl]-amide). As a reaction SMILES: C([O:8][C:9]1[CH:14]=[CH:13][C:12]([CH2:15][CH2:16][NH:17][C:18](=[O:31])[C@@H:19]([NH:23][C:24]([O:26][C:27]([CH3:30])([CH3:29])[CH3:28])=[O:25])[CH:20]([CH3:22])[CH3:21])=[CH:11][C:10]=1[O:32][CH3:33])C1C=CC=CC=1>O1CCCC1.[H][H].[Pd]>[OH:8][C:9]1[CH:14]=[CH:13][C:12]([CH2:15][CH2:16][NH:17][C:18](=[O:31])[C@@H:19]([NH:23][C:24]([O:26][C:27]([CH3:29])([CH3:28])[CH3:30])=[O:25])[CH:20]([CH3:22])[CH3:21])=[CH:11][C:10]=1[O:32][CH3:33]. Reported procedure: 50.4 g of (S)-2-(tert-butoxycarbonyl-amino)-3-methyl-butyric acid N-[2-(4-benzyloxy-3-methoxy-phenyl)-ethyl]-amide are dissolved in 1000 ml of tetrahydrofuran and hydrogenated with hydrogen for 2 hours over 10 g of 10% palladium on activated carbon under normal pressure and at room temperature. Filtration with suction is carried out over Celite. The filtrate is concentrated by evaporation, yielding (S)-2-(tert-butoxycarbonyl-amino)-3-methyl-butyric acid N-[2-(4-hydroxy-3-methoxy-phenyl)-ethyl]-a... The reactants are O=C([O-])[O-], Cc1ccc(S(=O)(=O)OCCn2ccnn2)cc1, CN(C)C=O, COc1cc2c(Oc3ccc(NC(=O)Nc4ccc(F)cc4F)c(Cl)c3)ccnc2cc1O, [K+], [K+]. Yields the product COc1cc2c(Oc3ccc(NC(=O)Nc4ccc(F)cc4F)c(Cl)c3)ccnc2cc1OCCn1ccnn1. As a reaction SMILES: [C:34](=[O:35])([O-:36])[O-:37].[CH3:40][c:41]1[cH:42][cH:43][c:44]([S:45]([O:46][CH2:51][CH2:52][n:53]2[n:54][n:55][cH:56][cH:57]2)(=[O:47])=[O:48])[cH:49][cH:50]1.[CH3:58][N:59]([CH3:60])[CH:61]=[O:62].[Cl:1][c:2]1[c:3]([NH:22][C:23](=[O:24])[NH:25][c:26]2[c:27]([F:33])[cH:28][c:29]([F:32])[cH:30][cH:31]2)[cH:4][cH:5][c:6]([O:8][c:9]2[cH:10][cH:11][n:12][c:13]3[cH:14][c:15]([OH:21])[c:16]([O:19][CH3:20])[cH:17][c:18]23)[cH:7]1.[K+:38].[K+:39]>>[Cl:1][c:2]1[c:3]([NH:22][C:23](=[O:24])[NH:25][c:26]2[c:27]([F:33])[cH:28][c:29]([F:32])[cH:30][cH:31]2)[cH:4][cH:5][c:6]([O:8][c:9]2[cH:10][cH:11][n:12][c:13]3[cH:14][c:15]([O:21][CH2:51][CH2:52][n:53]4[n:54][n:55][cH:56][cH:57]4)[c:16]([O:19][CH3:20])[cH:17][c:18]23)[cH:7]1. The reactants are S1N=C(C2=C1C=CC=C2)CC(=O)OC (methyl 1,2-benzisothiazole-3-acetate), CCOCC (ether), [H-].[Na+] (sodium hydride), CI (methyl iodide). Solvent: O1CCCC1 (tetrahydrofuran), hexanes, O1CCCC1 (tetrahydrofuran). Conditions: time 30 minute. Product: CC(C(=O)OC)C1=NSC2=C1C=CC=C2 (Methyl α-methyl-1,2-benzisothiazole-3-acetate). RXN SMILES: [H-].[Na+].[S:3]1[C:7]2[CH:8]=[CH:9][CH:10]=[CH:11][C:6]=2[C:5]([CH2:12][C:13]([O:15][CH3:16])=[O:14])=[N:4]1.CI.[CH3:19]COCC>O1CCCC1>[CH3:19][CH:12]([C:5]1[C:6]2[CH:11]=[CH:10][CH:9]=[CH:8][C:7]=2[S:3][N:4]=1)[C:13]([O:15][CH3:16])=[O:14] |f:0.1|. Reported procedure: A mixture of sodium hydride (1.25 g, 60% in oil, 31.3 mmol) in tetrahydrofuran is added to a solution of methyl 1,2-benzisothiazole-3-acetate (6.0 g, 29.0 mmol) in tetrahydrofuran. After stirring for 30 minutes, the reaction mixture is treated with methyl iodide (2.0 mL, 32.0 mmol), stirred for one hour and quenched with ice. The aqueous mixture is neutralized with hydrochloric acid (pH5-pH6) and extracted with methylene chloride. The organic extracts are combined, dried over anhydrous sodium su...